From a dataset of the Open Reaction Database (ORD), a public repository of structured organic reaction records. describe an organic reaction: reactants, conditions, products, and yield The reactants are CC(C)(C)OC(=O)Nc1cc(C(F)(F)F)ccc1Br, C1CCOC1, CCCCCC, CC=O, [Cl-], [NH4+], O. Yields the product CC(O)c1ccc(C(F)(F)F)cc1NC(=O)OC(C)(C)C. Reaction SMILES: [C:7]([CH3:8])([CH3:9])([CH3:10])[O:11][C:12]([NH:13][c:14]1[c:15]([Br:24])[cH:16][cH:17][c:18]([C:20]([F:21])([F:22])[F:23])[cH:19]1)=[O:25].[CH2:31]1[O:32][CH2:33][CH2:34][CH2:35]1.[CH3:1][CH2:2][CH2:3][CH2:4][CH2:5][CH3:6].[CH:26]([CH3:27])=[O:28].[Cl-:29].[NH4+:30].[OH2:36]>>[C:7]([CH3:8])([CH3:9])([CH3:10])[O:11][C:12]([NH:13][c:14]1[c:15]([CH:26]([CH3:27])[OH:28])[cH:16][cH:17][c:18]([C:20]([F:21])([F:22])[F:23])[cH:19]1)=[O:25]. Reactants: NC1=C(C=CC=C1OC1=C(C=C(C=C1)Cl)Cl)CC(=O)OCC (ethyl 2-[2-amino-3-(2,4-dichlorophenoxy)phenyl]acetate), [OH-].[Na+] (sodium hydroxide), O (water), resultant residue. Run in C1=CC=CC=C1 (benzene). Product: NC1=C(C=CC=C1OC1=C(C=C(C=C1)Cl)Cl)CC(=O)O (2-[2-amino-3-(2,4-dichlorophenoxy)phenyl]acetic acid). Yield: 73.8%. As a reaction SMILES: [NH2:1][C:2]1[C:7]([O:8][C:9]2[CH:14]=[CH:13][C:12]([Cl:15])=[CH:11][C:10]=2[Cl:16])=[CH:6][CH:5]=[CH:4][C:3]=1[CH2:17][C:18]([O:20]CC)=[O:19].[OH-].[Na+].O>C1C=CC=CC=1>[NH2:1][C:2]1[C:7]([O:8][C:9]2[CH:14]=[CH:13][C:12]([Cl:15])=[CH:11][C:10]=2[Cl:16])=[CH:6][CH:5]=[CH:4][C:3]=1[CH2:17][C:18]([OH:20])=[O:19] |f:1.2|. Procedure: A mixture of ethyl 2-[2-amino-3-(2,4-dichlorophenoxy)phenyl]acetate (3.1 g.), sodium hydroxide (730 mg.) and water (40 ml.) was treated in a similar manner to that of Example 5-(2). The resultant residue was pulverized with benzene, collected by filtration and dried to give 2-[2-amino-3-(2,4-dichlorophenoxy)phenyl]acetic acid (2.1 g.). mp 123° to 124° C. The reactants are N,N'-Carbonyldiimidazole, S1C(=CC2=C1SC=C2)C(=O)C=2C=C(C=CC2)C(C(=O)O)C (2-{3-(thieno[2,3-b]thien-2-yl)carbonyl-phenyl}propionic acid), CN(CCN)C (2-dimethylaminoethylamine). Solvent: C(C)OCC (diethyl ether), C(C)OCC (diethyl ether), Cl (hydrochloric acid). Run at time 20 hour. The product is CN(CCNC(C(C)C1=CC(=CC=C1)C(=O)C1=CC2=C(SC=C2)S1)=O)C (N-(2-Dimethylaminoethyl) 2-{3-(thieno-[2,3-b]thien-2-yl)carbonyl-phenyl}propionamide). The yield is 37.3%. As a reaction SMILES: [S:1]1[C:5]2[S:6][CH:7]=[CH:8][C:4]=2[CH:3]=[C:2]1[C:9]([C:11]1[CH:12]=[C:13]([CH:17]([CH3:21])[C:18]([OH:20])=O)[CH:14]=[CH:15][CH:16]=1)=[O:10].[CH3:22][N:23]([CH3:27])[CH2:24][CH2:25][NH2:26]>C(OCC)C.Cl>[CH3:22][N:23]([CH3:27])[CH2:24][CH2:25][NH:26][C:18](=[O:20])[CH:17]([C:13]1[CH:14]=[CH:15][CH:16]=[C:11]([C:9]([C:2]2[S:1][C:5]3[S:6][CH:7]=[CH:8][C:4]=3[CH:3]=2)=[O:10])[CH:12]=1)[CH3:21]. Reported procedure: N,N'-Carbonyldiimidazole (3.8 g) is added to 2-{3-(thieno[2,3-b]thien-2-yl)carbonyl-phenyl}propionic acid (7.25 g) [prepared as described in a previous Example] in solution in diethyl ether (70 cc). When the evolution of gas has ceased, 2-dimethylaminoethylamine (2.1 g) in solution in diethyl ether (25 cc) is then added. After 20 hours at 25° C., the reaction mixture is evaporated. The residue, dissolved in methylene chloride (100 cc), is washed four times with a 5% (w/v) aqueous sodium chloride... Reactants: BrCCCBr, O=C([O-])[O-], CCCCOc1nc(N)c2nc(OC)[nH]c2n1, CN(C)C=O, O=C(O)C(F)(F)F, [K+], [K+]. Yields the product CCCCOc1nc(N)c2nc(OC)n(CCCBr)c2n1. Reaction SMILES: [Br:31][CH2:32][CH2:33][CH2:34][Br:35].[C:25](=[O:26])([O-:27])[O-:28].[CH2:8]([CH2:9][CH2:10][CH3:11])[O:12][c:13]1[n:14][c:15]([NH2:24])[c:16]2[n:17][c:18]([O:22][CH3:23])[nH:19][c:20]2[n:21]1.[CH3:36][N:37]([CH3:38])[CH:39]=[O:40].[F:1][C:2]([F:3])([F:4])[C:5]([OH:6])=[O:7].[K+:29].[K+:30]>>[CH2:8]([CH2:9][CH2:10][CH3:11])[O:12][c:13]1[n:14][c:15]([NH2:24])[c:16]2[n:17][c:18]([O:22][CH3:23])[n:19]([CH2:34][CH2:33][CH2:32][Br:31])[c:20]2[n:21]1. Reaction SMILES: [CH3:1][CH:2]([CH3:26])[C:3](=[C:11]([C:19]1[CH:24]=[CH:23][C:22]([F:25])=[CH:21][CH:20]=1)[C:12]1[CH:17]=[CH:16][C:15]([F:18])=[CH:14][CH:13]=1)/[CH:4]=[CH:5]/[C:6]([O:8]CC)=[O:7].[OH-].[Na+].Cl>C1(C)C=CC=CC=1>[CH3:1][CH:2]([CH3:26])[C:3](=[C:11]([C:12]1[CH:13]=[CH:14][C:15]([F:18])=[CH:16][CH:17]=1)[C:19]1[CH:24]=[CH:23][C:22]([F:25])=[CH:21][CH:20]=1)/[CH:4]=[CH:5]/[C:6]([OH:8])=[O:7] |f:1.2|. The yield is 77.3%. Conditions: temperature 60 celsius, time 5 hour. The reactants are CC(C(/C=C/C(=O)OCC)=C(C1=CC=C(C=C1)F)C1=CC=C(C=C1)F)C (ethyl (E)-5-methyl-4-bis(4-fluorophenyl)methylidene-2-hexenoate), [OH-].[Na+] (sodium hydroxide), Cl (hydrochloric acid). Reported procedure: A toluene (8 ml) solution of the above ester (2.38 g, 6.7 mmol) was added to powdery sodium hydroxide (0.34 g, 8.5 mmol) under argon atmosphere, and the whole was stirred at 60° C. for 5 hours. The reaction mixture was neutralized with 1M hydrochloric acid (10 ml) and extracted with ethyl acetate (25 ml×3 times). The organic layer was washed with water, saturated sodium chloride aq solution and then dried over anhydrous magnesium sulfate. Concentration of the organic layer in vacuo followed by r... Run in C1(=CC=CC=C1)C (toluene). The product is CC(C(/C=C/C(=O)O)=C(C1=CC=C(C=C1)F)C1=CC=C(C=C1)F)C ((E)-5-methyl-4-bis(4-fluorophenyl)methylidene-2-hexenoic acid).